Dataset: the Open Reaction Database (ORD), a public repository of structured organic reaction records. Task: describe an organic reaction: reactants, conditions, products, and yield The reactants are Brc1ccc(Br)cc1, [Li]CCCC, C1CCOC1, CON(C)C(=O)c1ccc(C)cc1. Yields the product Cc1ccc(C(=O)c2ccc(Br)cc2)cc1. As a reaction SMILES: [Br:6][c:7]1[cH:8][cH:9][c:10]([Br:11])[cH:12][cH:13]1.[CH2:1]([Li:2])[CH2:3][CH2:4][CH3:5].[CH2:27]1[O:28][CH2:29][CH2:30][CH2:31]1.[CH3:14][O:15][N:16]([C:17]([c:18]1[cH:19][cH:20][c:21]([CH3:24])[cH:22][cH:23]1)=[O:25])[CH3:26]>>[c:7]1([C:17]([c:18]2[cH:19][cH:20][c:21]([CH3:24])[cH:22][cH:23]2)=[O:25])[cH:8][cH:9][c:10]([Br:11])[cH:12][cH:13]1. Reactants: C1(CC1)NC(C1=CC(=C(C=C1)C)N1C(C(=NC=C1)NC1(CC1)C1=C(C=CC(=C1)F)O)=O)=O (N-Cyclopropyl-3-[3-[[1-(5-fluoro-2-hydroxyphenyl)cyclopropyl]amino]-2-oxo-1(2H)-pyrazinyl]-4-methyl-benzamide), C([O-])([O-])=O.[Cs+].[Cs+] (cesium carbonate), C1(CC1)NC(C1=CC(=C(C=C1)C)N1C(C(=NC=C1)NC1(CC1)C1=C(C=CC(=C1)F)O)=O)=O (N-Cyclopropyl-3-[3-[[1-(5-fluoro-2-hydroxyphenyl)cyclopropyl]amino]-2-oxo-1(2H)-pyrazinyl]-4-methyl-benzamide), BrCCCl (1-bromo-2-chloroethane). The solvent is C(C)#N (acetonitrile). Yields the product ClCCOC1=C(C=C(C=C1)F)C1(CC1)NC=1C(N(C=CN1)C=1C=C(C(=O)NC2CC2)C=CC1C)=O (3-[3-[[1-[2-(2-chloroethoxy)-5-fluorophenyl]cyclopropyl]amino]-2-oxo-1(2H)-pyrazinyl]-N-cyclopropyl-4-methyl-benzamide). As a reaction SMILES: [CH:1]1([NH:4][C:5](=[O:32])[C:6]2[CH:11]=[CH:10][C:9]([CH3:12])=[C:8]([N:13]3[CH:18]=[CH:17][N:16]=[C:15]([NH:19][C:20]4([C:23]5[CH:28]=[C:27]([F:29])[CH:26]=[CH:25][C:24]=5[OH:30])[CH2:22][CH2:21]4)[C:14]3=[O:31])[CH:7]=2)[CH2:3][CH2:2]1.Br[CH2:34][CH2:35][Cl:36].C(=O)([O-])[O-].[Cs+].[Cs+]>C(#N)C>[Cl:36][CH2:35][CH2:34][O:30][C:24]1[CH:25]=[CH:26][C:27]([F:29])=[CH:28][C:23]=1[C:20]1([NH:19][C:15]2[C:14](=[O:31])[N:13]([C:8]3[CH:7]=[C:6]([CH:11]=[CH:10][C:9]=3[CH3:12])[C:5]([NH:4][CH:1]3[CH2:3][CH2:2]3)=[O:32])[CH:18]=[CH:17][N:16]=2)[CH2:22][CH2:21]1 |f:2.3.4|. Procedure: N-Cyclopropyl-3-[3-[[1-(5-fluoro-2-hydroxyphenyl)cyclopropyl]amino]-2-oxo-1(2H)-pyrazinyl]-4-methyl-benzamide (Example 278d 1.22 g), 1-bromo-2-chloroethane (2.4 mL) and cesium carbonate (9.15 g) were stirred together in acetonitrile (100 mL) at 80° C. under nitrogen for 16 h. The cooled reaction mixture was evaporated to dryness, diluted with water (200 mL) and extracted with dichloromethane (3×100 mL). The combined organics were dried (MgSO4), filtered and evaporated. The residue was triturated... The reactants are [H-].[Na+] (Sodium hydride), suspension, BrC1=CC(=CC(=C1)Br)Br (1,3,5-tribromobenzene), FC1=CC=C(C=C1)O (4-fluorophenol), cuprous oxide, [H][H] (hydrogen). Solvent: N1=C(C=C(C=C1C)C)C (collidine). Reaction conditions: time 8 hour. Yields the product BrC1=CC(=CC(=C1)OC1=CC=C(C=C1)F)Br (1,3-Dibromo-5-(4-fluorophenoxy)benzene). Yield: 32.5%. Reaction SMILES: [H-].[Na+].Br[C:4]1[CH:9]=[C:8]([Br:10])[CH:7]=[C:6]([Br:11])[CH:5]=1.[F:12][C:13]1[CH:18]=[CH:17][C:16]([OH:19])=[CH:15][CH:14]=1.[H][H]>N1C(C)=CC(C)=CC=1C>[Br:10][C:8]1[CH:9]=[C:4]([O:19][C:16]2[CH:17]=[CH:18][C:13]([F:12])=[CH:14][CH:15]=2)[CH:5]=[C:6]([Br:11])[CH:7]=1 |f:0.1|. Procedure: Sodium hydride (3.24 g of 60% suspension in mineral oil was added portionwise to a stirred mixture of 1,3,5-tribromobenzene (76.4 g), 4-fluorophenol (18.16 g), and cuprous oxide (11.6 g) in collidine (400 ml) at room temperature. When evolution of hydrogen had ceased the mixture was heated under reflux with stirring for 8 hours. It was then cooled and filtered. The residue was washed with ethyl acetate followed by concentrated aqueous ammonia, and the combined filtrate and washings were partitio... Reactants: N[C@@H](CC(=O)O)C(=O)O (L-aspartic acid), C[O-].[Na+] (NaOMe), O.O.C(C)(=O)[O-].[Zn+2].C(C)(=O)[O-] (zinc acetate dihydrate). Run in CO (MeOH), CO (MeOH). Product: [Zn].N[C@@H](CC(=O)O)C(=O)O (Zinc Aspartic Acid). RXN SMILES: [NH2:1][C@H:2]([C:7]([OH:9])=[O:8])[CH2:3][C:4]([OH:6])=[O:5].C[O-].[Na+].O.O.C([O-])(=O)C.[Zn+2:19].C([O-])(=O)C>CO>[Zn:19].[NH2:1][C@H:2]([C:7]([OH:9])=[O:8])[CH2:3][C:4]([OH:6])=[O:5] |f:1.2,3.4.5.6.7,9.10|. Reported procedure: L-aspartic acid (2.00 g, 15.0 mmol) was added to an MeOH solution of NaOMe (prepared with Na: 0.69 g, MeOH: 50 ml) at 0° C. and stirred. An MeOH solution (30 ml) of zinc acetate dihydrate (3.30 g) was then gradually dropwise added thereto at room temperature. After stirring for 2 hours at that same temperature, the precipitated crystal (in suspension) was recovered by filtration, washed with water, air dried, and then dried under a reduced pressure (5 mmHg, 80° C.). Reactants: [BH4-].[Na+] (sodium borohydride), C1(CCCC1)Br (cyclopentyl bromide), [H-].[Na+] (sodium hydride), C(C=1C(O)=CC=CC1)=O (Salicylaldehyde). Run in CN(C)C=O (DMF), O (water), CO (methanol). Reaction conditions: time 2 hour. Yields the product C1(CCCC1)OC1=C(C=CC=C1)CO ([2-(Cyclopentyloxy)phenyl]methanol). Yield: 22.1%. As a reaction SMILES: [CH:1](=[O:9])[C:2]1[C:3](=[CH:5][CH:6]=[CH:7][CH:8]=1)[OH:4].[CH:10]1(Br)[CH2:14][CH2:13][CH2:12][CH2:11]1.[H-].[Na+].[BH4-].[Na+]>CN(C=O)C.CO.O>[CH:10]1([O:4][C:3]2[CH:5]=[CH:6][CH:7]=[CH:8][C:2]=2[CH2:1][OH:9])[CH2:14][CH2:13][CH2:12][CH2:11]1 |f:2.3,4.5|. Reported procedure: Salicylaldehyde (1.0 g, 8.2 mmol) was dissolved in DMF (10 mL), cyclopentyl bromide (1.76 mL, 16.4 mmol) and sodium hydride (394 mg, 9.8 mmol) were added thereto, and then the mixture was stirred at room temperature for 2 hours. To the reaction solution was added water, and the reaction mixture was extracted with ethyl acetate. The extract was dried, and then concentrated under reduced pressure. The residue was purified with silica gel column chromatography (hexane/ethyl acetate=100:0 to 90:10) ... Starting materials: OC1=CC(OC1CCCC1=CC=CC=C1)=O (4-hydroxy-5-(3-phenyl-propyl)-5H-furan-2-one), C(C1=CC=CC=C1)=O (benzaldehyde), FC1=CC=C2C(=CNC2=C1)CCNC(C)=O (N-[2-(6-fluoro-1H-indol-3-yl)-ethyl]-acetamide). Yields the product FC1=CC=C2C(=C(NC2=C1)C(C1=CC=CC=C1)C=1C(OC(C1O)CCCC1=CC=CC=C1)=O)CCNC(C)=O (N-[2-(6-Fluoro-2-{[4-hydroxy-2-oxo-5-(3-phenyl-propyl)-2,5-dihydro-furan-3-yl]-phenyl-methyl}-1H-indol-3-yl)-ethyl]-acetamide). As a reaction SMILES: [OH:1][C:2]1[CH:6]([CH2:7][CH2:8][CH2:9][C:10]2[CH:15]=[CH:14][CH:13]=[CH:12][CH:11]=2)[O:5][C:4](=[O:16])[CH:3]=1.[CH:17](=O)[C:18]1[CH:23]=[CH:22][CH:21]=[CH:20][CH:19]=1.[F:25][C:26]1[CH:34]=[C:33]2[C:29]([C:30]([CH2:35][CH2:36][NH:37][C:38](=[O:40])[CH3:39])=[CH:31][NH:32]2)=[CH:28][CH:27]=1>>[F:25][C:26]1[CH:34]=[C:33]2[C:29]([C:30]([CH2:35][CH2:36][NH:37][C:38](=[O:40])[CH3:39])=[C:31]([CH:17]([C:3]3[C:4](=[O:16])[O:5][CH:6]([CH2:7][CH2:8][CH2:9][C:10]4[CH:15]=[CH:14][CH:13]=[CH:12][CH:11]=4)[C:2]=3[OH:1])[C:18]3[CH:23]=[CH:22][CH:21]=[CH:20][CH:19]=3)[NH:32]2)=[CH:28][CH:27]=1. Procedure: Using general procedure C, 4-hydroxy-5-(3-phenyl-propyl)-5H-furan-2-one (Lit. 13) was reacted with benzaldehyde and N-[2-(6-fluoro-1H-indol-3-yl)-ethyl]-acetamide (Example 18.1.) to give the title compound as pale red solid. MS: 525.2 ([M−H]−). Reactants: ClCCl, CNCCN1CCCC1, O=S(=O)(Cl)c1ccc(Cl)nc1. The product is CN(CCN1CCCC1)S(=O)(=O)c1ccc(Cl)nc1. As a reaction SMILES: [CH2:21]([Cl:22])[Cl:23].[CH3:12][NH:13][CH2:14][CH2:15][N:16]1[CH2:17][CH2:18][CH2:19][CH2:20]1.[Cl:1][c:2]1[cH:3][cH:4][c:5]([S:8](=[O:9])(=[O:10])[Cl:11])[cH:6][n:7]1>>[Cl:1][c:2]1[cH:3][cH:4][c:5]([S:8](=[O:9])(=[O:10])[N:13]([CH3:12])[CH2:14][CH2:15][N:16]2[CH2:17][CH2:18][CH2:19][CH2:20]2)[cH:6][n:7]1.